Dataset: the Open Reaction Database (ORD), a public repository of structured organic reaction records. Task: describe an organic reaction: reactants, conditions, products, and yield The reactants are BrC=1SC=C(N1)C(=O)NC=1C=NN(C1[C@@H]1CC[C@H]([C@@H](CO1)F)NC(OC(C)(C)C)=O)C (tert-butyl ((3S,4R,7S)-7-(4-(2-bromothiazole-4-carboxamido)-1-methyl-1H-pyrazol-5-yl)-3-fluorooxepan-4-yl)carbamate), BrC=1SC=C(N1)C(=O)NC=1C=NN(C1[C@@H]1CC[C@H]([C@@H](CO1)F)NC(OC(C)(C)C)=O)C (tert-butyl ((3S,4R,7S)-7-(4-(2-bromothiazole-4-carboxamido)-1-methyl-1H-pyrazol-5-yl)-3-fluorooxepan-4-yl)carbamate), FC1=C(C=C(C=C1F)F)B(O)O ((2,3,5-trifluorophenyl)boronic acid). Yields the product N[C@@H]1CC[C@H](OC[C@H]1F)C1=C(C=NN1C)NC(=O)C=1N=C(SC1)C1=C(C(=CC(=C1)F)F)F (N-(5-((2S,5R,6S)-5-amino-6-fluorooxepan-2-yl)-1-methyl-1H-pyrazol-4-yl)-2-(2,3,5-trifluorophenyl)thiazole-4-carboxamide). As a reaction SMILES: Br[C:2]1[S:3][CH:4]=[C:5]([C:7]([NH:9][C:10]2[CH:11]=[N:12][N:13]([CH3:31])[C:14]=2[C@H:15]2[O:21][CH2:20][C@@H:19]([F:22])[C@H:18]([NH:23]C(=O)OC(C)(C)C)[CH2:17][CH2:16]2)=[O:8])[N:6]=1.[F:32][C:33]1[C:38]([F:39])=[CH:37][C:36]([F:40])=[CH:35][C:34]=1B(O)O>>[NH2:23][C@H:18]1[C@H:19]([F:22])[CH2:20][O:21][C@H:15]([C:14]2[N:13]([CH3:31])[N:12]=[CH:11][C:10]=2[NH:9][C:7]([C:5]2[N:6]=[C:2]([C:34]3[CH:35]=[C:36]([F:40])[CH:37]=[C:38]([F:39])[C:33]=3[F:32])[S:3][CH:4]=2)=[O:8])[CH2:16][CH2:17]1. Procedure details: Following the procedure for Example 101 starting from tert-butyl ((3S,4R,7S)-7-(4-(2-bromothiazole-4-carboxamido)-1-methyl-1H-pyrazol-5-yl)-3-fluorooxepan-4-yl)carbamate (Intermediate 99), and replacing 3,6-dihydro-2H-pyran-4-boronic acid pinacol ester with (2,3,5-trifluorophenyl)boronic acid gave 236. 1H NMR (400 MHz, DMSO-d6) δ 9.92 (s, 1H), 8.63 (s, 1H), 8.14-8.04 (m, 1H), 7.83-7.71 (m, 2H), 4.85 (dd, J=10.7, 3.5 Hz, 1H), 4.71-4.46 (m, 1H), 4.36-4.22 (m, 1H), 4.20-3.94 (m, 1H), 3.81 (s, 3H), ... Starting materials: Brc1ccc(N2CCOCC2)nc1, CC(C)(C)OC(=O)N1CCC(N)CC1, Cc1ccccc1, CC(C)c1cc(C(C)C)c(-c2ccccc2P(C2CCCCC2)C2CCCCC2)c(C(C)C)c1, O=C(C=Cc1ccccc1)C=Cc1ccccc1, O=C(C=Cc1ccccc1)C=Cc1ccccc1, O=C(C=Cc1ccccc1)C=Cc1ccccc1, [Pd], [Pd]. The product is CC(C)(C)OC(=O)N1CCC(Nc2ccc(N3CCOCC3)nc2)CC1. As a reaction SMILES: [Br:1][c:2]1[cH:3][cH:4][c:5]([N:8]2[CH2:9][CH2:10][O:11][CH2:12][CH2:13]2)[n:6][cH:7]1.[C:14]([CH3:15])([CH3:16])([CH3:17])[O:18][C:19](=[O:20])[N:21]1[CH2:22][CH2:23][CH:24]([NH2:27])[CH2:25][CH2:26]1.[CH3:62][c:63]1[cH:64][cH:65][cH:66][cH:67][cH:68]1.[CH:28]1([P:29]([CH:30]2[CH2:31][CH2:32][CH2:33][CH2:34][CH2:35]2)[c:36]2[cH:37][cH:38][cH:39][cH:40][c:41]2-[c:42]2[c:43]([CH:44]([CH3:45])[CH3:46])[cH:47][c:48]([CH:49]([CH3:50])[CH3:51])[cH:52][c:53]2[CH:54]([CH3:55])[CH3:56])[CH2:57][CH2:58][CH2:59][CH2:60][CH2:61]1.[O:107]=[C:108]([CH:109]=[CH:110][c:111]1[cH:112][cH:113][cH:114][cH:115][cH:116]1)[CH:117]=[CH:118][c:119]1[cH:120][cH:121][cH:122][cH:123][cH:124]1.[O:71]=[C:72]([CH:73]=[CH:74][c:75]1[cH:76][cH:77][cH:78][cH:79][cH:80]1)[CH:81]=[CH:82][c:83]1[cH:84][cH:85][cH:86][cH:87][cH:88]1.[O:89]=[C:90]([CH:91]=[CH:92][c:93]1[cH:94][cH:95][cH:96][cH:97][cH:98]1)[CH:99]=[CH:100][c:101]1[cH:102][cH:103][cH:104][cH:105][cH:106]1.[Pd:69].[Pd:70]>>[c:2]1([NH:27][CH:24]2[CH2:23][CH2:22][N:21]([C:19]([O:18][C:14]([CH3:15])([CH3:16])[CH3:17])=[O:20])[CH2:26][CH2:25]2)[cH:3][cH:4][c:5]([N:8]2[CH2:9][CH2:10][O:11][CH2:12][CH2:13]2)[n:6][cH:7]1. Starting materials: CCOC(=O)C(C)C, N#CCc1ccccc1, C1CCOC1, [H-], [Na+]. Product: CC(C)C(=O)C(C#N)c1ccccc1. As a reaction SMILES: [C:12]([CH:13]([CH3:14])[CH3:15])(=[O:16])[O:17][CH2:18][CH3:19].[CH2:1]([c:2]1[cH:3][cH:4][cH:5][cH:6][cH:7]1)[C:8]#[N:9].[CH2:20]1[O:21][CH2:22][CH2:23][CH2:24]1.[H-:11].[Na+:10]>>[CH:1]([c:2]1[cH:3][cH:4][cH:5][cH:6][cH:7]1)([C:8]#[N:9])[C:12]([CH:13]([CH3:14])[CH3:15])=[O:16]. The reactants are OC1=C(N)C=CC(=C1)[N+](=O)[O-] (2-hydroxy 4nitro aniline), C(C)C1=C(C=CC=C1)N=C=O (2-ethyl phenyl isocyanate). Yields the product OC1=C(C=CC(=C1)[N+](=O)[O-])NC(=O)NC1=C(C=CC=C1)CC (N-(2-hydroxy-4-nitrophenyl)-N′-(2-ethylphenyl)urea). Isolated yield 45.1%. As a reaction SMILES: [OH:1][C:2]1[CH:8]=[C:7]([N+:9]([O-:11])=[O:10])[CH:6]=[CH:5][C:3]=1[NH2:4].[CH2:12]([C:14]1[CH:19]=[CH:18][CH:17]=[CH:16][C:15]=1[N:20]=[C:21]=[O:22])[CH3:13]>>[OH:1][C:2]1[CH:8]=[C:7]([N+:9]([O-:11])=[O:10])[CH:6]=[CH:5][C:3]=1[NH:4][C:21]([NH:20][C:15]1[CH:16]=[CH:17][CH:18]=[CH:19][C:14]=1[CH2:12][CH3:13])=[O:22]. Reported procedure: N-(2-Hydroxy-4-nitrophenyl)-N′-(2-ethylphenyl)urea was prepared from 2-hydroxy 4nitro aniline (500 mg, 3.24 mmol) and 2-ethyl phenyl isocyanate (3.24 mmol) according to the procedure in General Method B. The product was purified by dilution with methylene chloride and precipitation with hexanes. Filtering afforded the title compound (0.44 g, 43%). EI-MS m/z 302 (M+H)+ As a reaction SMILES: [H-].[Na+].[NH:3]1[CH:7]=[N:6][CH:5]=[N:4]1.Cl[CH2:9][C:10]1[C:19]([C:20]([O:22][CH2:23][CH3:24])=[O:21])=[C:18]([C:25]2[CH:30]=[CH:29][C:28]([O:31][CH3:32])=[C:27]([O:33][CH3:34])[CH:26]=2)[C:17]2[C:12](=[CH:13][C:14]([O:37][CH3:38])=[C:15]([O:35][CH3:36])[CH:16]=2)[N+:11]=1[O-:39].O>CN(C)C=O>[CH3:36][O:35][C:15]1[CH:16]=[C:17]2[C:12](=[CH:13][C:14]=1[O:37][CH3:38])[N+:11]([O-:39])=[C:10]([CH2:9][N:3]1[CH:7]=[N:6][CH:5]=[N:4]1)[C:19]([C:20]([O:22][CH2:23][CH3:24])=[O:21])=[C:18]2[C:25]1[CH:30]=[CH:29][C:28]([O:31][CH3:32])=[C:27]([O:33][CH3:34])[CH:26]=1 |f:0.1|. The yield is 49.8%. Solvent: CN(C=O)C (N,N-dimethylformamide). Reaction conditions: time 15 minute. Procedure details: Oily sodium hydride (60%, 0.156 g) was added to a solution of 1H-1,2,4-triazole (0.27 g) in N,N-dimethylformamide (DMF)(20 ml), and the mixture was stirred at room temperature for 15 minutes. Then ethyl 2-chloromethyl-6,7-dimethoxy-4-(3,4-dimethoxyphenyl)quinoline-3-carboxylate 1-oxide (1.5 g) was added, and the mixture was stirred at 80° C. for 45 minutes. The reaction mixture was poured into water and extracted with dichloromethane. The dichloromethane layer was washed with water and dried ove... Yields the product COC=1C=C2C(=C(C(=[N+](C2=CC1OC)[O-])CN1N=CN=C1)C(=O)OCC)C1=CC(=C(C=C1)OC)OC (ethyl 6,7-dimethoxy-4-(3,4-dimethoxyphenyl)-2-(1,2,4-triazol-1-ylmethyl)quinoline-3-carboxylate 1-oxide). Starting materials: O (water), [H-].[Na+] (sodium hydride), N1N=CN=C1 (1H-1,2,4-triazole), ClCC1=[N+](C2=CC(=C(C=C2C(=C1C(=O)OCC)C1=CC(=C(C=C1)OC)OC)OC)OC)[O-] (ethyl 2-chloromethyl-6,7-dimethoxy-4-(3,4-dimethoxyphenyl)quinoline-3-carboxylate 1-oxide). The reactants are COC(CCC\C=C/C[C@H]1[C@@H](C[C@H]([C@@H]1\C=C\C(CCCCC)(C)OC1OCCCC1)OC1OCCCC1)F)=O ((5Z,13E)-(9R, 11R,15RS)-11,15-bis(tetrahydropyran-2 -yloxy)-9-fluoro-15-methyl-5,13-prostadienoic acid methyl ester), [H][H] (hydrogen). Solvent: C(C)(=O)OCC (ethyl acetate). Yields the product COC(CCCCCC[C@H]1[C@@H](C[C@H]([C@@H]1\C=C\C(CCCCC)(C)OC1OCCCC1)OC1OCCCC1)F)=O ((13E)-(9R, 11R,15RS)-11,15-Bis(tetrahydropyran-2-yloxy)-9-fluoro 15-methyl-13-prostenoic Acid Methyl Ester). Reaction SMILES: [CH3:1][O:2][C:3](=[O:39])[CH2:4][CH2:5][CH2:6]/[CH:7]=[CH:8]\[CH2:9][C@@H:10]1[C@@H:14](/[CH:15]=[CH:16]/[C:17]([O:24][CH:25]2[CH2:30][CH2:29][CH2:28][CH2:27][O:26]2)([CH3:23])[CH2:18][CH2:19][CH2:20][CH2:21][CH3:22])[C@H:13]([O:31][CH:32]2[CH2:37][CH2:36][CH2:35][CH2:34][O:33]2)[CH2:12][C@H:11]1[F:38].[H][H]>C(OCC)(=O)C>[CH3:1][O:2][C:3](=[O:39])[CH2:4][CH2:5][CH2:6][CH2:7][CH2:8][CH2:9][C@@H:10]1[C@@H:14](/[CH:15]=[CH:16]/[C:17]([O:24][CH:25]2[CH2:30][CH2:29][CH2:28][CH2:27][O:26]2)([CH3:23])[CH2:18][CH2:19][CH2:20][CH2:21][CH3:22])[C@H:13]([O:31][CH:32]2[CH2:37][CH2:36][CH2:35][CH2:34][O:33]2)[CH2:12][C@H:11]1[F:38]. Procedure: A solution of 400 mg of (5Z,13E)-(9R, 11R,15RS)-11,15-bis(tetrahydropyran-2 -yloxy)-9-fluoro-15-methyl-5,13-prostadienoic acid methyl ester in 50 ml of ethyl acetate is shaken with 40 mg of pa 11adium/10% strength on carbon under a hydrogen atmosphere at 0° C. After absorption of 1 equivalent of hydrogen, the product is filtered off from the catalyst and evaporated under vacuum. The residue is absorbed on silica gel. With hexane/5-20% diethyl ether, 300 mg of the title compound is eluted as a co... The reactants are C(C)[C@@H]1C(N([C@@H]1CO)S(=O)(=O)C=1C(=CC=CC1)C)=O ((±)-cis-3-ethyl-4-hydroxymethyl-N-toluenesulfonyl-2-azetidinone), COC1=CC=C(C=C1)CC(=O)O (p-methoxyphenylacetic acid), C1(CCCCC1)N=C=NC1CCCCC1 (dicyclohexylcarbodiimide). Reagents/catalysts: CN(C1=CC=NC=C1)C (p-dimethylaminopyridine). Solvent: C(Cl)Cl (CH2Cl2). Run at time 8 hour. Yields the product C(C)[C@@H]1C(N([C@@H]1COC(CC1=CC=C(C=C1)OC)=O)S(=O)(=O)C=1C(=CC=CC1)C)=O ((±)-cis-3-Ethyl-4-p-methoxyphenylacetoxymethyl-N-toluenesulfonyl-2-azetidinone). RXN SMILES: [CH2:1]([C@H:3]1[C@@H:6]([CH2:7][OH:8])[N:5]([S:9]([C:12]2[C:13]([CH3:18])=[CH:14][CH:15]=[CH:16][CH:17]=2)(=[O:11])=[O:10])[C:4]1=[O:19])[CH3:2].[CH3:20][O:21][C:22]1[CH:27]=[CH:26][C:25]([CH2:28][C:29](O)=[O:30])=[CH:24][CH:23]=1.C1(N=C=NC2CCCCC2)CCCCC1>C(Cl)Cl.CN(C)C1C=CN=CC=1>[CH2:1]([C@H:3]1[C@@H:6]([CH2:7][O:8][C:29](=[O:30])[CH2:28][C:25]2[CH:26]=[CH:27][C:22]([O:21][CH3:20])=[CH:23][CH:24]=2)[N:5]([S:9]([C:12]2[C:13]([CH3:18])=[CH:14][CH:15]=[CH:16][CH:17]=2)(=[O:11])=[O:10])[C:4]1=[O:19])[CH3:2]. Procedure details: To (±)-cis-3-ethyl-4-hydroxymethyl-N-toluenesulfonyl-2-azetidinone (3.3 mg) and p-methoxyphenylacetic acid (3.7 mg) in CH2Cl2 (0.6 ml) was added dicyclohexylcarbodiimide (DCC) (5 mg) followed by p-dimethylaminopyridine (DMAP) (1 mg). The mixture was stirred overnight, at room temperature and then purified via preparative tlc on a silica gel plate and developed with CH2Cl2 to yield the titled compound. Starting materials: [BH4-].[Na+] (Sodium borohydride), NC1=NC=NC=C1 (4-aminopyrimidine), COC1=C(C=O)C=CC(=C1)OC (2,4-dimethoxybenzaldehyde), N1CCCCC1 (piperidine). The solvent is C1(=CC=CC=C1)C (toluene), O (water). Run at time 16 hour. The product is COC1=C(CNC2=NC=NC=C2)C=CC(=C1)OC (N-(2,4-dimethoxybenzyl)pyrimidin-4-amine). Isolated yield 52.4%. RXN SMILES: [NH2:1][C:2]1[CH:7]=[CH:6][N:5]=[CH:4][N:3]=1.[CH3:8][O:9][C:10]1[CH:17]=[C:16]([O:18][CH3:19])[CH:15]=[CH:14][C:11]=1[CH:12]=O.N1CCCCC1.[BH4-].[Na+]>C1(C)C=CC=CC=1.O>[CH3:8][O:9][C:10]1[CH:17]=[C:16]([O:18][CH3:19])[CH:15]=[CH:14][C:11]=1[CH2:12][NH:1][C:2]1[CH:7]=[CH:6][N:5]=[CH:4][N:3]=1 |f:3.4|. Procedure: A solution of 4-aminopyrimidine (20.0 g, 210 mmol), 2,4-dimethoxybenzaldehyde (69.9 g, 421 mmol) and piperidine (2.08 mL, 21.0 mmol) in toluene (1 L) was stirred for 7 hours under reflux, and the solvent was subjected to azeotropic distillation with water. After allowing to cool, the reaction solution was diluted with ethanol (500 mL). Sodium borohydride (7.96 g, 210 mmol) was added thereto with cooling on ice, and the mixture was stirred at room temperature for 16 hours. To the reaction solutio... The reactants are [OH-].[Na+] (NaOH), CC1=COC2=C1C=CC=C2 (3-methylbenzofuran), CN(C1(CCC(CC1)=O)C1=CC=CC=C1)C (4-(dimethylamino)-4-phenylcyclohexanone), FC(S(=O)(=O)O)(F)F (trifluoromethane sulphonic acid). The solvent is ClCCl (dichloromethane). Run at time 20 hour. The product is CN(C1(CCC(CC1)(C=1OC2=C(C1C)C=CC=C2)C=2OC1=C(C2C)C=CC=C1)C1=CC=CC=C1)C (N,N-dimethyl-4,4-bis(3-methylbenzofuran-2-yl)-1-phenylcyclohexanamine). Reaction SMILES: [CH3:1][C:2]1[C:6]2[CH:7]=[CH:8][CH:9]=[CH:10][C:5]=2[O:4][CH:3]=1.[CH3:11][N:12]([CH3:26])[C:13]1([C:20]2[CH:25]=[CH:24][CH:23]=[CH:22][CH:21]=2)[CH2:18][CH2:17][C:16](=O)[CH2:15][CH2:14]1.FC(F)(F)S(O)(=O)=O.[OH-:35].[Na+]>ClCCl>[CH3:11][N:12]([CH3:26])[C:13]1([C:20]2[CH:25]=[CH:24][CH:23]=[CH:22][CH:21]=2)[CH2:18][CH2:17][C:16]([C:1]2[O:35][C:5]3[CH:10]=[CH:9][CH:8]=[CH:7][C:6]=3[C:2]=2[CH3:3])([C:3]2[O:4][C:5]3[CH:10]=[CH:9][CH:8]=[CH:7][C:6]=3[C:2]=2[CH3:1])[CH2:15][CH2:14]1 |f:3.4|. Procedure details: 3-methylbenzofuran (354 mg, 3 mmol) together with 4-(dimethylamino)-4-phenylcyclohexanone (651 mg, 3 mmol, synthesis cf. WO2008009415, ketone unit Ket-10) was dissolved in dichloromethane (25 ml) and mixed with trifluoromethane sulphonic acid (0.3 ml, 3.4 mmol). The batch was stirred for 20 h at RT. For work up the reaction mixture was mixed with 2N NaOH (10 ml). The mixture was stirred a further 20 min. After separation of the phases the aqueous phase was extracted with dichloromethane (3×20 ml...